From a dataset of the Open Reaction Database (ORD), a public repository of structured organic reaction records. describe an organic reaction: reactants, conditions, products, and yield Starting materials: CC1=CC(C2=CC=CC=C12)(C)C (1,3,3-trimethylindene), C(C)(=O)Cl (acetyl chloride), [Cl-].[Cl-].[Cl-].[Al+3] (aluminum trichloride). The solvent is ClCCCl (1,2-dichloroethane). Conditions: temperature 20 celsius, time 30 minute. Product: C(C)(=O)C1=C(C2=CC=CC=C2C1(C)C)C (2-acetyl-1,3,3-trimethylindene). Reaction SMILES: [CH3:1][C:2]1[C:10]2[C:5](=[CH:6][CH:7]=[CH:8][CH:9]=2)[C:4]([CH3:12])([CH3:11])[CH:3]=1.[C:13](Cl)(=[O:15])[CH3:14].[Cl-].[Cl-].[Cl-].[Al+3]>ClCCCl>[C:13]([C:3]1[C:4]([CH3:12])([CH3:11])[C:5]2[C:10](=[CH:9][CH:8]=[CH:7][CH:6]=2)[C:2]=1[CH3:1])(=[O:15])[CH3:14] |f:2.3.4.5|. Procedure: To a mixture of 20 g 1,3,3-trimethylindene (see e.g. J. Am. Chem. Soc. 76, 5430 (1954) ) 13 g acetyl chloride and 55 ml 1,2-dichloroethane in a nitrogen atmosphere was dosed with stirring 21.5 g aluminum trichloride over a period of one and a half hour and at a temperature of 20-25° C. After an additional stirring period of 30 minutes at 20° C. the mixture was poured on ice and stirred for another hour. The organic layer was washed with subsequently 5%-sodium carbonate solution, saturated sodium... Yields the product BrC=1C(=CSC1)Cl (4-bromo-3-chlorothiophene), ClC1=CSC=C1 (3-chlorothiophene). The reagents and catalysts are F[B-](F)(F)F.C(CCC)[N+](CCCC)(CCCC)CCCC (tetrabutylammonium tetrafluoroborate). The solvent is CO (methanol). Reported procedure: A catholyte of 650 ml of methanol, 0.5 g of lead acetate dihydrate, 0.5 g of tetrabutylammonium tetrafluoroborate, 20 ml of hydrogen bromide solution (48% in water) and 20 g of 3-chloro-2,4,5-tribromothiophene were electrolysed in electrolysis cell 1 at a current density of 100 mA/cm2 at the beginning and 25 mA/cm2 at the end of the batch, a voltage of 7.2 to 3.4 V and a temperature of 28° to 35° C. The current consumption was 8.8 Ah. After addition of 100 ml of water to the catholyte, extractio... Yield: 9.1%. The reactants are ClC1=C(SC(=C1Br)Br)Br (3-chloro-2,4,5-tribromothiophene), BrC1=C(SC=C1)Br (dibromothiophene), O.O.C(C)(=O)[O-].[Pb+2].C(C)(=O)[O-] (lead acetate dihydrate), Br (hydrogen bromide), 100. As a reaction SMILES: O.O.C([O-])(=O)C.[Pb+2].C([O-])(=O)C.Br.[Cl:13][C:14]1[C:18]([Br:19])=[C:17](Br)[S:16][C:15]=1Br.BrC1C=CSC=1Br>F[B-](F)(F)F.C([N+](CCCC)(CCCC)CCCC)CCC.CO>[Br:19][C:18]1[C:14]([Cl:13])=[CH:15][S:16][CH:17]=1.[Cl:13][C:14]1[CH:18]=[CH:17][S:16][CH:15]=1 |f:0.1.2.3.4,8.9|.